Task: describe an organic reaction: reactants, conditions, products, and yield. Dataset: the Open Reaction Database (ORD), a public repository of structured organic reaction records Reactants: [N+](=O)([O-])C=1C=C(C(=O)O)C=C(C1)C(F)(F)F (3-Nitro-5-(trifluoromethyl)benzoic acid), CCN(C(C)C)C(C)C (iPr2NEt), N1CCSCC1 (thiomorpholine). Solvent: S(=O)(Cl)Cl (thionyl chloride), C(Cl)Cl (CH2Cl2). Run at time 1 hour. Product: [N+](=O)([O-])C=1C=C(C=C(C1)C(F)(F)F)C(=O)N1CCSCC1 ((3-nitro-5-(trifluoromethyl)phenyl)(thiomorpholino)-methanone). RXN SMILES: [N+:1]([C:4]1[CH:5]=[C:6]([CH:10]=[C:11]([C:13]([F:16])([F:15])[F:14])[CH:12]=1)[C:7]([OH:9])=O)([O-:3])=[O:2].CCN(C(C)C)C(C)C.[NH:26]1[CH2:31][CH2:30][S:29][CH2:28][CH2:27]1>S(Cl)(Cl)=O.C(Cl)Cl>[N+:1]([C:4]1[CH:5]=[C:6]([C:7]([N:26]2[CH2:31][CH2:30][S:29][CH2:28][CH2:27]2)=[O:9])[CH:10]=[C:11]([C:13]([F:16])([F:15])[F:14])[CH:12]=1)([O-:3])=[O:2]. Procedure details: 3-Nitro-5-(trifluoromethyl)benzoic acid (2.96 g, 12.6 mmol) was allowed to reflux in thionyl chloride (6 mL) for 6 h. The resulting solution was allowed to cool to room temperature and then concentrated under reduced pressure. The resulting solid was taken up in CH2Cl2 (20 mL) and iPr2NEt (2.6 mL, 15.1 mmol) and thiomorpholine (1.4 mL, 13.8 mmol) was added. The reaction was stirred at RT for 1 h and then diluted with CH2Cl2 (50 mL). The organic layer was washed with aq. HCl (1 M, 25 mL), 9% aq. ...